This data is from the Open Reaction Database (ORD), a public repository of structured organic reaction records. The task is: describe an organic reaction: reactants, conditions, products, and yield The solvent is C(C)(=O)OCC (ethyl acetate). Yield: 69.7%. Procedure: The compound of Example 248 (500 mg) is dissolved in ethyl acetate (20 ml), and thereto is added 10% palladium on carbon (50 mg), and the mixture is subjected to catalytic hydrogenation at 25° C. The catalyst is removed by filtration, and the solvent is evaporated under reduced pressure. The residue is purified by silica gel column chromatography (eluent: gradient from 0% to 100% hexane/ethyl acetate) to give the desired compound (350 mg). Reagents/catalysts: [Pd] (palladium on carbon). Reactants: OC1=C(C=C(C=C1)CC(=O)NC1=CC=C2CCC(C(C2=C1)=O)=CC1=CC=CC=C1)OC (4-hydroxy-3-methoxy-N-[1-oxo-2-phenylmethylidene-1,2,3,4-tetrahydronaphthalen-7-yl]phenylacetamide). RXN SMILES: [OH:1][C:2]1[CH:7]=[CH:6][C:5]([CH2:8][C:9]([NH:11][C:12]2[CH:21]=[C:20]3[C:15]([CH2:16][CH2:17][C:18](=[CH:23][C:24]4[CH:29]=[CH:28][CH:27]=[CH:26][CH:25]=4)[C:19]3=[O:22])=[CH:14][CH:13]=2)=[O:10])=[CH:4][C:3]=1[O:30][CH3:31]>C(OCC)(=O)C.[Pd]>[OH:1][C:2]1[CH:7]=[CH:6][C:5]([CH2:8][C:9]([NH:11][C:12]2[CH:21]=[C:20]3[C:15]([CH2:16][CH2:17][CH:18]([CH2:23][C:24]4[CH:25]=[CH:26][CH:27]=[CH:28][CH:29]=4)[C:19]3=[O:22])=[CH:14][CH:13]=2)=[O:10])=[CH:4][C:3]=1[O:30][CH3:31]. The product is OC1=C(C=C(C=C1)CC(=O)NC1=CC=C2CCC(C(C2=C1)=O)CC1=CC=CC=C1)OC (4-hydroxy-3-methoxy-N-[1-oxo-2-phenylmethyl-1,2,3,4-tetrahydronaphthalen-7-yl]phenylacetamide).